From a dataset of the Open Reaction Database (ORD), a public repository of structured organic reaction records. describe an organic reaction: reactants, conditions, products, and yield The reactants are O (water), ClC1=C(N)C(=CC(=C1)C(F)(F)F)Cl (2,6-dichloro-4-trifluoromethylaniline), O.C1(=CC=C(C=C1)S(=O)(=O)O)C (p-toluenesulfonic acid monohydrate), C(C(=O)C)CC(C)=O (acetonylacetone). The solvent is C1=CC=CC=C1 (benzene). Yields the product ClC1=C(C(=CC(=C1)C(F)(F)F)Cl)N1C(=CC=C1C)C (1-(2,6-dichloro-4-trifluoromethylphenyl)-2,5-dimethylpyrrole). Yield: 811.4%. RXN SMILES: [Cl:1][C:2]1[CH:8]=[C:7]([C:9]([F:12])([F:11])[F:10])[CH:6]=[C:5]([Cl:13])[C:3]=1[NH2:4].O.[C:15]1(C)[CH:20]=[CH:19][C:18](S(O)(=O)=O)=[CH:17][CH:16]=1.C(CC(=O)C)C(C)=O.O>C1C=CC=CC=1>[Cl:1][C:2]1[CH:8]=[C:7]([C:9]([F:12])([F:11])[F:10])[CH:6]=[C:5]([Cl:13])[C:3]=1[N:4]1[C:17]([CH3:18])=[CH:16][CH:15]=[C:20]1[CH3:19] |f:1.2|. Reported procedure: To a refluxing solution of 9.20 g (40.0 mmoles) of 2,6-dichloro-4-trifluoromethylaniline and 0.76 g (4.0 mmoles) of p-toluenesulfonic acid monohydrate in 25 mL of benzene was added dropwise over an 8 hour period with a syringe pump 9.40 mL (9.14 g, 80.1 mmoles) of acetonylacetone. Throughout the addition, water was removed via a Dean-Stark trap. The reaction mixture was then cooled and partitioned with a saturated aqueous solution of NaHCO3 which was back-extracted with ether. The combined organ... RXN SMILES: [CH2:1]([c:2]1[cH:3][cH:4][cH:5][cH:6][cH:7]1)[O:8][C:9](=[O:10])[NH:11][c:12]1[cH:13][n:14][c:15](-[c:23]2[cH:24][c:25]([N+:32](=[O:33])[O-:34])[cH:26][c:27]([N+:29](=[O:30])[O-:31])[cH:28]2)[n:16]([CH2:19][C:20](=[O:21])[OH:22])[c:17]1=[O:18].[NH2:35][CH:36]([CH:37]([C:38]([F:39])([F:40])[F:41])[OH:42])[CH2:43][c:44]1[cH:45][cH:46][cH:47][cH:48][cH:49]1.[O:60]=[CH:61][N:62]([CH3:63])[CH3:64].[OH:50][n:51]1[c:52]2[c:53]([cH:54][cH:55][cH:56][cH:57]2)[n:58][n:59]1>>[CH2:1]([c:2]1[cH:3][cH:4][cH:5][cH:6][cH:7]1)[O:8][C:9](=[O:10])[NH:11][c:12]1[cH:13][n:14][c:15](-[c:23]2[cH:24][c:25]([N+:32](=[O:33])[O-:34])[cH:26][c:27]([N+:29](=[O:30])[O-:31])[cH:28]2)[n:16]([CH2:19][C:20](=[O:22])[NH:35][CH:36]([CH:37]([C:38]([F:39])([F:40])[F:41])[OH:42])[CH2:43][c:44]2[cH:45][cH:46][cH:47][cH:48][cH:49]2)[c:17]1=[O:18]. The product is O=C(Cn1c(-c2cc([N+](=O)[O-])cc([N+](=O)[O-])c2)ncc(NC(=O)OCc2ccccc2)c1=O)NC(Cc1ccccc1)C(O)C(F)(F)F. Reactants: O=C(O)Cn1c(-c2cc([N+](=O)[O-])cc([N+](=O)[O-])c2)ncc(NC(=O)OCc2ccccc2)c1=O, NC(Cc1ccccc1)C(O)C(F)(F)F, CN(C)C=O, On1nnc2ccccc21. Starting materials: C[O-], CO, COc1cc(Cl)c2nc(Cl)nc(Cl)c2c1OC, [Na+]. The product is COc1cc(Cl)c2nc(Cl)nc(O)c2c1OC. As a reaction SMILES: [CH3:18][O-:19].[CH3:21][OH:22].[Cl:1][c:2]1[n:3][c:4]2[c:5]([Cl:17])[cH:6][c:7]([O:15][CH3:16])[c:8]([O:13][CH3:14])[c:9]2[c:10]([Cl:12])[n:11]1.[Na+:20]>>[Cl:1][c:2]1[n:3][c:4]2[c:5]([Cl:17])[cH:6][c:7]([O:15][CH3:16])[c:8]([O:13][CH3:14])[c:9]2[c:10]([OH:19])[n:11]1. The reactants are CC(=O)[O-], CCCCCC, CC(=O)O, O=C(CCl)c1ccc(F)cc1F, [Na+]. Yields the product CC(=O)OCC(=O)c1ccc(F)cc1F. RXN SMILES: [CH3:14][C:15]([O-:16])=[O:17].[CH3:18][CH2:19][CH2:20][CH2:21][CH2:22][CH3:23].[CH3:24][C:25](=[O:26])[OH:27].[Cl:1][CH2:2][C:3](=[O:4])[c:5]1[c:6]([F:12])[cH:7][c:8]([F:11])[cH:9][cH:10]1.[Na+:13]>>[CH2:2]([C:3](=[O:4])[c:5]1[c:6]([F:12])[cH:7][c:8]([F:11])[cH:9][cH:10]1)[O:17][C:15]([CH3:14])=[O:16]. Reactants: COc1ccc2c(c1)CCC1C2CCC2(C)C(Br)C(O)CC12, CCCC[SnH](CCCC)CCCC, CC(C)(C#N)N=NC(C)(C)C#N, C1CCOC1. The product is COc1ccc2c(c1)CCC1C2CCC2(C)CC(O)CC12. RXN SMILES: [Br:1][CH:2]1[C:3]2([CH3:4])[CH:5]([CH2:6][CH:7]1[OH:8])[CH:9]1[CH2:10][CH2:11][c:12]3[cH:13][c:14]([O:21][CH3:22])[cH:15][cH:16][c:17]3[CH:18]1[CH2:19][CH2:20]2.[CH2:23]([SnH:24]([CH2:25][CH2:26][CH2:27][CH3:28])[CH2:29][CH2:30][CH2:31][CH3:32])[CH2:33][CH2:34][CH3:35].[N:36]#[C:37][C:38]([N:39]=[N:40][C:41]([C:42]#[N:43])([CH3:44])[CH3:45])([CH3:46])[CH3:47].[O:48]1[CH2:49][CH2:50][CH2:51][CH2:52]1>>[CH2:2]1[C:3]2([CH3:4])[CH:5]([CH2:6][CH:7]1[OH:8])[CH:9]1[CH2:10][CH2:11][c:12]3[cH:13][c:14]([O:21][CH3:22])[cH:15][cH:16][c:17]3[CH:18]1[CH2:19][CH2:20]2. Reactants: Compound 61, C(C)(C)(C)N1C(C(C=2C1=NC=CC2)CC2=NC=C(C=C2CCl)Cl)=O (1-(tert-Butyl)-3-((5-chloro-3-(chloromethyl)pyridin-2-yl)methyl)-1H-pyrrolo[2,3-b]pyridin-2(3H)-one), [OH-].[Na+] (NaOH). The solvent is C1(=CC=CC=C1)C (toluene). Reaction conditions: temperature -3.3 celsius, time 15 minute. Product: C(C)(C)(C)N1C([C@@]2(C=3C1=NC=CC3)CC=3C(=NC=C(C3)Cl)C2)=O ((S)-1′-(tert-Butyl)-3-chloro-5,7-dihydrospiro[cyclopenta[b]pyridine-6,3′-pyrrolo[2,3-b]pyridin]-2′(1′H)-one). As a reaction SMILES: [C:1]([N:5]1[C:9]2=[N:10][CH:11]=[CH:12][CH:13]=[C:8]2[CH:7]([CH2:14][C:15]2[C:20]([CH2:21]Cl)=[CH:19][C:18]([Cl:23])=[CH:17][N:16]=2)[C:6]1=[O:24])([CH3:4])([CH3:3])[CH3:2].[OH-].[Na+]>C1(C)C=CC=CC=1>[C:1]([N:5]1[C:9]2=[N:10][CH:11]=[CH:12][CH:13]=[C:8]2[C@:7]2([CH2:14][C:15]3=[N:16][CH:17]=[C:18]([Cl:23])[CH:19]=[C:20]3[CH2:21]2)[C:6]1=[O:24])([CH3:3])([CH3:4])[CH3:2] |f:1.2|. Procedure details: A solution of 57 (2.39 g, 6.56 mmol) in toluene (50 mL) was cooled to −2.5° C. under nitrogen atmosphere. Compound 61 (17 mg, 0.020 mmol) was charged, and the resulting solution was aged for about 15 min while cooled to −3.3° C. A pre-cooled (−1° C.). aqueous NaOH (26.2 mL, 0.3 N) was charged in over 4 min below −0.6° C. The reaction was aged at −1.3° C. for 3 h. The reaction was quenched with water (10 ml). The organic layer was washed with water (10 mL), concentrated, flushed with IPA to give ...